Dataset: the Open Reaction Database (ORD), a public repository of structured organic reaction records. Task: describe an organic reaction: reactants, conditions, products, and yield Starting materials: O=C([O-])[O-], O=[N+]([O-])c1ccc(C=Cc2ccc(Cl)nc2)cc1, [K+], [K+], CN(C)C=O, OCCOCCOCCO. Product: O=[N+]([O-])c1ccc(C=Cc2ccc(OCCOCCOCCO)nc2)cc1. As a reaction SMILES: [C:1](=[O:2])([O-:3])[O-:4].[Cl:7][c:8]1[n:9][cH:10][c:11]([CH:14]=[CH:15][c:16]2[cH:17][cH:18][c:19]([N+:22](=[O:23])[O-:24])[cH:20][cH:21]2)[cH:12][cH:13]1.[K+:5].[K+:6].[O:35]=[CH:36][N:37]([CH3:38])[CH3:39].[OH:25][CH2:26][CH2:27][O:28][CH2:29][CH2:30][O:31][CH2:32][CH2:33][OH:34]>>[c:8]1([O:34][CH2:33][CH2:32][O:31][CH2:30][CH2:29][O:28][CH2:27][CH2:26][OH:25])[n:9][cH:10][c:11]([CH:14]=[CH:15][c:16]2[cH:17][cH:18][c:19]([N+:22](=[O:23])[O-:24])[cH:20][cH:21]2)[cH:12][cH:13]1. Starting materials: ClC(=O)OCC(Cl)(Cl)Cl (2,2,2-trichloroethyl chloroformate), C([O-])([O-])=O.[K+].[K+] (potassium carbonate), FC1=CC=C(C=C1)SC1CC2CCC(C1)N2C (3-(4-fluorophenylsulfanyl)-8-methyl-8-azabicyclo-(3.2.1)-octane). The solvent is C1=CC=CC=C1 (benzene). The product is FC1=CC=C(C=C1)SC1CC2CCC(C1)N2C(=O)OCC(Cl)(Cl)Cl (3-(4-Fluorophenylsulfanyl)-8-(2,2,2-trichloroethoxycarbonyl)-8-azabicyclo-(3.2.1)-octane). Reaction SMILES: [F:1][C:2]1[CH:7]=[CH:6][C:5]([S:8][CH:9]2[CH2:15][CH:14]3[N:16](C)[CH:11]([CH2:12][CH2:13]3)[CH2:10]2)=[CH:4][CH:3]=1.Cl[C:19]([O:21][CH2:22][C:23]([Cl:26])([Cl:25])[Cl:24])=[O:20].C(=O)([O-])[O-].[K+].[K+]>C1C=CC=CC=1>[F:1][C:2]1[CH:3]=[CH:4][C:5]([S:8][CH:9]2[CH2:15][CH:14]3[N:16]([C:19]([O:21][CH2:22][C:23]([Cl:26])([Cl:25])[Cl:24])=[O:20])[CH:11]([CH2:12][CH2:13]3)[CH2:10]2)=[CH:6][CH:7]=1 |f:2.3.4|. Procedure: A mixture of 3-(4-fluorophenylsulfanyl)-8-methyl-8-azabicyclo-(3.2.1)-octane (the compound of Preparation 36, 8.20 g, 32.65 mmol), 2,2,2-trichloroethyl chloroformate (4.94 mL, 35.92 mmol), and potassium carbonate (4.96 g, 35.92 mmol) in benzene (140 mL) was refluxed overnight. The solvent was removed at reduced pressure and the residue was taken up in ethyl acetate. The organic phase was washed with aqueous bicarbonate and brine, dried over calcium sulfate and concentrated. The residue was flash... RXN SMILES: [CH2:26]([OH:27])[CH2:28][NH2:29].[CH2:3]([O:4][C:6](=[O:7])[c:8]1[c:9]([NH:16][c:17]2[cH:18][c:19]3[cH:20][n:21][nH:22][c:23]3[cH:24][cH:25]2)[n:10][c:11]([S:14][CH3:15])[n:12][cH:13]1)[CH3:5].[CH3:1][OH:2].[OH2:30]>>[C:6](=[O:7])([c:8]1[c:9]([NH:16][c:17]2[cH:18][c:19]3[cH:20][n:21][nH:22][c:23]3[cH:24][cH:25]2)[n:10][c:11]([S:14][CH3:15])[n:12][cH:13]1)[NH:29][CH2:28][CH2:26][OH:27]. Reactants: NCCO, CCOC(=O)c1cnc(SC)nc1Nc1ccc2[nH]ncc2c1, CO, O. The product is CSc1ncc(C(=O)NCCO)c(Nc2ccc3[nH]ncc3c2)n1.